Dataset: the Open Reaction Database (ORD), a public repository of structured organic reaction records. Task: describe an organic reaction: reactants, conditions, products, and yield Reactants: COC([O-])=O.C[N+](CC1=CC=CC=C1)(C)C (trimethylbenzylammonium monomethylcarbonate). Run in O (water). Run at time 3 hour. Yields the product C(O)([O-])=O.C[N+](CC1=CC=CC=C1)(C)C (Trimethylbenzylammonium hydrogencarbonate). As a reaction SMILES: C[O:2][C:3](=[O:5])[O-:4].[CH3:6][N+:7]([CH3:16])([CH3:15])[CH2:8][C:9]1[CH:14]=[CH:13][CH:12]=[CH:11][CH:10]=1>O>[C:3](=[O:2])([O-:5])[OH:4].[CH3:6][N+:7]([CH3:16])([CH3:15])[CH2:8][C:9]1[CH:14]=[CH:13][CH:12]=[CH:11][CH:10]=1 |f:0.1,3.4|. Procedure details: 112.5 g of trimethylbenzylammonium monomethylcarbonate and 55.0 g of water were introduced in the same reactor as used in Preparation Example 1 and heated with stirring. After the temperature in the reactor reached 120° C., the reaction was continued for 3 hours at 120° C. Trimethylbenzylammonium hydrogencarbonate was obtained in a yield of 95.7 mol %. Reactants: BrC1=NC(=CC=C1)C(=C)C (2-bromo-6-isopropenylpyridine), ClN1C(CCC1=O)=O (N-chlorosuccinimide), C1=CC=CC=C1 (benzene). Solvent: CCCCCC (n-hexane). Run at temperature 80 celsius, time 5 hour. Product: BrC1=NC(=CC=C1)C(=C)CCl (2-bromo-6-(1-chloromethylvinyl)pyridine). Yield: 35.5%. RXN SMILES: [Br:1][C:2]1[CH:7]=[CH:6][CH:5]=[C:4]([C:8]([CH3:10])=[CH2:9])[N:3]=1.[Cl:11]N1C(=O)CCC1=O.C1C=CC=CC=1>CCCCCC>[Br:1][C:2]1[CH:7]=[CH:6][CH:5]=[C:4]([C:8]([CH2:10][Cl:11])=[CH2:9])[N:3]=1. Procedure: A mixture of 3.60 g of 2-bromo-6-isopropenylpyridine, 2.91 g of N-chlorosuccinimide and 8 ml of benzene was stirred at 80° C. for 5 hours. After the reaction mixture was cooled to room temperature, n-hexane was added thereto to remove the insoluble matter through filtration. After distilling off the solvent, the residue was purified by silica gel column chromatography (eluted with n-hexane then n-hexane - ethyl acetate 20:1) to obtain 1.50 g of the objective compound.